Dataset: the Open Reaction Database (ORD), a public repository of structured organic reaction records. Task: describe an organic reaction: reactants, conditions, products, and yield RXN SMILES: [CH3:1][C:2]([CH3:13])([C:7]1[CH:12]=[CH:11][CH:10]=[CH:9][CH:8]=1)[CH2:3][C:4]([OH:6])=[O:5].C(=O)=O.CC(C)=O.C([N-]C(C)C)(C)C.[Li+].CN1CCCN(C)C1=O.[CH3:38][S:39]SC>O1CCCC1>[CH3:1][C:2]([C:7]1[CH:12]=[CH:11][CH:10]=[CH:9][CH:8]=1)([CH3:13])[CH:3]([S:39][CH3:38])[C:4]([OH:6])=[O:5] |f:1.2,3.4|. Solvent: O1CCCC1 (tetrahydrofuran). Procedure: In accordance with a modified literature procedure (Pfeffer, P. E.; Silbert, L. S.; Chirinko, J. M. J. Org. Chem. 37(3), 1972, 451-458), a solution of 3,3-dimethyl-3-phenyl propionic acid (0.50 g, 2.8 mmol, from Reference Example 22) in tetrahydrofuran (5 mL) is cooled to −40° C. (dry ice/acetone) while stirring under a nitrogen atmosphere. Lithium diisopropylamide (Aldrich, 2.0 M solution in tetrahydrofuran/ethylbenzene/heptane, 3.1 mL, 6.2 mmol) is added dropwise via syringe, followed by 1,3-d... The product is CC(C(C(=O)O)SC)(C)C1=CC=CC=C1 (3-methyl-2-(methylsulfanyl)-3-phenylbutanoic acid). The reactants are CC(CC(=O)O)(C1=CC=CC=C1)C (3,3-dimethyl-3-phenyl propionic acid), C(=O)=O.CC(=O)C (dry ice acetone), CN1C(N(CCC1)C)=O (1,3-dimethyl-3,4,5,6-tetrahydro-2(1 H)-pyrimidinone), ice water, C(C)(C)[N-]C(C)C.[Li+] (Lithium diisopropylamide), CSSC (Dimethyl disulfide). Starting materials: C=1(C(=CC=CC1)C=O)C1=CC=CC=C1 (biphenyl-2-carbaldehyde), C1(=CC=CC=C1)N1CCNCC1 (1-Phenylpiperazine), [BH-](OC(=O)C)(OC(=O)C)OC(=O)C.[Na+] (NaBH(OAc)3). Solvent: ClCCl (dichloromethane), C(=O)(O)[O-].[Na+] (NaHCO3), CO (methanol). Run at time 2 hour. The product is C1(=C(C=CC=C1)CN1CCN(CC1)C1=CC=CC=C1)C1=CC=CC=C1 (1-(biphenyl-2-ylmethyl)-4-phenylpiperazine). Yield: 18.3%. Reaction SMILES: [C:1]1([N:7]2[CH2:12][CH2:11][NH:10][CH2:9][CH2:8]2)[CH:6]=[CH:5][CH:4]=[CH:3][CH:2]=1.[C:13]1([C:21]2[CH:26]=[CH:25][CH:24]=[CH:23][CH:22]=2)[C:14]([CH:19]=O)=[CH:15][CH:16]=[CH:17][CH:18]=1.[BH-](OC(C)=O)(OC(C)=O)OC(C)=O.[Na+]>CO.ClCCl.C([O-])(O)=O.[Na+]>[C:13]1([C:21]2[CH:22]=[CH:23][CH:24]=[CH:25][CH:26]=2)[CH:18]=[CH:17][CH:16]=[CH:15][C:14]=1[CH2:19][N:10]1[CH2:11][CH2:12][N:7]([C:1]2[CH:6]=[CH:5][CH:4]=[CH:3][CH:2]=2)[CH2:8][CH2:9]1 |f:2.3,6.7|. Procedure: 1-Phenylpiperazine (266 mg, 1.64 mmol) was dissolved in methanol (7 mL) in a reaction vessel and, after adding biphenyl-2-carbaldehyde (150 mg, 0.82 mmol), the mixture was stirred at room temperature for 2 hours. 2 hours later, NaBH(OAc)3 (529 mg, 2.46 mmol) was added and the mixture was further stirred for 8 hours. After the reaction was completed, the reaction solution was diluted with dichloromethane and saturated NaHCO3 solution was added. After extraction, organic layer was dried with anhyd... Reactants: COC(=O)CC(C)=O, C1CCNCC1, CC(=O)O, CC(C)OC(C)C, O=Cc1cccc2nonc12. The product is COC(=O)C(=Cc1cccc2nonc12)C(C)=O. Reaction SMILES: [C:12]([CH2:13][C:14](=[O:15])[CH3:16])(=[O:17])[O:18][CH3:19].[CH2:24]1[CH2:25][CH2:26][NH:27][CH2:28][CH2:29]1.[CH3:20][C:21](=[O:22])[OH:23].[CH:30]([O:31][CH:32]([CH3:33])[CH3:34])([CH3:35])[CH3:36].[n:1]1[o:2][n:3][c:4]2[c:5]1[cH:6][cH:7][cH:8][c:9]2[CH:10]=[O:11]>>[n:1]1[o:2][n:3][c:4]2[c:5]1[cH:6][cH:7][cH:8][c:9]2[CH:10]=[C:13]([C:12](=[O:17])[O:18][CH3:19])[C:14](=[O:15])[CH3:16]. Starting materials: O (water), C(C)(C)N(C(C)C)CC (N,N-Diisopropylethylamine), ClC1=CC=C(CNC(=O)C=2C(C3=C(N(C2)C)OC(=C3)CCl)=O)C=C1 (N-(4-chlorobenzyl)-2-(chloromethyl)-7-methyl-4-oxo-4,7-dihydrofuro[2,3-b]pyridine-5-carboxamide), CNCC(O)C=1N(C=CC1)C (rac-2-(methylamino)-1-(1-methyl-1H-pyrrol-2-yl)ethanol). The solvent is CN(C)C=O (DMF). Reaction conditions: temperature 90 celsius. Yields the product ClC1=CC=C(CNC(=O)C=2C(C3=C(N(C2)C)OC(=C3)CN(C)CC(C=3N(C=CC3)C)O)=O)C=C1 (N-(4-Chlorobenzyl)-2-(((2-hydroxy-2-(1-methyl-1H-pyrrol-2-yl)ethyl)(methyl)amino)methyl)-7-methyl-4-oxo-4,7-dihydrofuro[2,3-b]-pyridine-5-carboxamide). Yield: 63.5%. Reaction SMILES: C(N(CC)C(C)C)(C)C.[Cl:10][C:11]1[CH:33]=[CH:32][C:14]([CH2:15][NH:16][C:17]([C:19]2[C:20](=[O:31])[C:21]3[CH:28]=[C:27]([CH2:29]Cl)[O:26][C:22]=3[N:23]([CH3:25])[CH:24]=2)=[O:18])=[CH:13][CH:12]=1.[CH3:34][NH:35][CH2:36][CH:37]([C:39]1[N:40]([CH3:44])[CH:41]=[CH:42][CH:43]=1)[OH:38].O>CN(C=O)C>[Cl:10][C:11]1[CH:33]=[CH:32][C:14]([CH2:15][NH:16][C:17]([C:19]2[C:20](=[O:31])[C:21]3[CH:28]=[C:27]([CH2:29][N:35]([CH2:36][CH:37]([OH:38])[C:39]4[N:40]([CH3:44])[CH:41]=[CH:42][CH:43]=4)[CH3:34])[O:26][C:22]=3[N:23]([CH3:25])[CH:24]=2)=[O:18])=[CH:13][CH:12]=1. Reported procedure: N,N-Diisopropylethylamine (0.14 mL) and N-(4-chlorobenzyl)-2-(chloromethyl)-7-methyl-4-oxo-4,7-dihydrofuro[2,3-b]pyridine-5-carboxamide (Example 2, 0.150 g) were added to a solution of rac-2-(methylamino)-1-(1-methyl-1H-pyrrol-2-yl)ethanol (Preparation 48, 0.126 g) in DMF (10 mL). The reaction mixture was heated to 90° C. for 1 h. The mixture was allowed to cool to room temperature, poured into water (25 mL), and was extracted with CH2Cl2 (4×25 mL). The combined organic layers were dried (MgSO4)... Reactants: COC1=C(C=O)C=C(C=C1)N1N=NN=C1 (2-methoxy-5-tetrazol-1-yl-benzaldehyde), C1(=CC=C(C=C1)S(=O)(=O)O)C (para-toluene sulphonic acid), O (water). Run in C1(=CC=CC=C1)C (toluene), C(CO)O (ethylene glycol). The product is O1C(OCC1)C=1C=C(C=CC1OC)N1N=NN=C1 (1-(3-[1,3]Dioxolan-2-yl-4methoxy-phenyl)-1H-tetrazole). RXN SMILES: [CH3:1][O:2][C:3]1[CH:10]=[CH:9][C:8]([N:11]2[CH:15]=[N:14][N:13]=[N:12]2)=[CH:7][C:4]=1[CH:5]=[O:6].[C:16]1([CH3:26])C=CC(S(O)(=O)=O)=CC=1.[OH2:27]>C1(C)C=CC=CC=1.C(O)CO>[O:6]1[CH2:26][CH2:16][O:27][CH:5]1[C:4]1[CH:7]=[C:8]([N:11]2[CH:15]=[N:14][N:13]=[N:12]2)[CH:9]=[CH:10][C:3]=1[O:2][CH3:1]. Procedure: To a suspension of 2-methoxy-5-tetrazol-1-yl-benzaldehyde (8 g) in toluene (400 ml), ethylene glycol (8 ml) and para-toluene sulphonic acid (50 mg) were added. The mixture was heated to reflux under Dean-Stark conditions and under a nitrogen atmosphere for 12 h whereupon evolution of water had ceased. The mixture was allowed to cool and the liquor decanted and extracted with 8% aqueous sodium bicarbonate solution (100 ml). The precipitated solid was dissolved in dichloromethane (200 ml) and then... Reactants: FC1=CC=C(C=C1)C1=C(C(=NC(=C1)C1=CC=CC=C1)C(C)C)/C=C/C(CC(CC(=O)OC)=O)O ((E)-7-[4-(4-fluorophenyl)-2-(1-methylethyl)-6-phenyl-3-pyridinyl]-5-hydroxy-3-oxo-6-heptenoic acid, methyl ester), C(C)B(CC)CC (triethylborane), CO (methanol), [BH4-].[Na+] (NaBH4). The solvent is C1CCOC1 (THF). Reaction conditions: time 30 minute. Product: FC1=CC=C(C=C1)C1=C(C(=NC(=C1)C1=CC=CC=C1)C(C)C)/C=C/[C@H](C[C@H](CC(=O)OC)O)O ((3R, 5S, 6E)-7-[4-(4-fluorophenyl)-2-(1-methylethyl)-6-phenyl-3-pyridinyl]-3,5-dihydroxy-6-heptenoic acid, methyl ester). Yield: 89.7%. RXN SMILES: [F:1][C:2]1[CH:7]=[CH:6][C:5]([C:8]2[CH:13]=[C:12]([C:14]3[CH:19]=[CH:18][CH:17]=[CH:16][CH:15]=3)[N:11]=[C:10]([CH:20]([CH3:22])[CH3:21])[C:9]=2/[CH:23]=[CH:24]/[CH:25]([OH:34])[CH2:26][C:27](=[O:33])[CH2:28][C:29]([O:31][CH3:32])=[O:30])=[CH:4][CH:3]=1.C(B(CC)CC)C.[BH4-].[Na+].CO>C1COCC1>[F:1][C:2]1[CH:3]=[CH:4][C:5]([C:8]2[CH:13]=[C:12]([C:14]3[CH:19]=[CH:18][CH:17]=[CH:16][CH:15]=3)[N:11]=[C:10]([CH:20]([CH3:21])[CH3:22])[C:9]=2/[CH:23]=[CH:24]/[C@@H:25]([OH:34])[CH2:26][C@@H:27]([OH:33])[CH2:28][C:29]([O:31][CH3:32])=[O:30])=[CH:6][CH:7]=1 |f:2.3|. Procedure: A solution of (E)-7-[4-(4-fluorophenyl)-2-(1-methylethyl)-6-phenyl-3-pyridinyl]-5-hydroxy-3-oxo-6-heptenoic acid, methyl ester (357 mg, 0.77 mmol) in THF (12 ml) was treated with triethylborane (1.0M in THF, 1.62 ml, 1.62 mmol). Twenty five milliliters of air was bubbled through the solution and the mixture was stirred at room temperature for 30 minutes. The solution was cooled to -78° C. and treated with NaBH4 (29.4 mg, 0.78 mmol) followed by dropwise addition of dry methanol (1.90 ml). After s... Starting materials: CCCCBr, CN(C)C=O, [Na+], [Na+], O=C([O-])[O-], COC(=O)c1ccc(-c2ccc(O)cc2)cc1. The product is CCCCOc1ccc(-c2ccc(C(=O)OC)cc2)cc1. RXN SMILES: [CH2:18]([CH2:19][CH2:20][CH3:21])[Br:22].[CH3:29][N:30]([CH3:31])[CH:32]=[O:33].[Na+:23].[Na+:24].[O-:25][C:26](=[O:27])[O-:28].[OH:1][c:2]1[cH:3][cH:4][c:5](-[c:8]2[cH:9][cH:10][c:11]([C:12](=[O:13])[O:14][CH3:15])[cH:16][cH:17]2)[cH:6][cH:7]1>>[O:1]([c:2]1[cH:3][cH:4][c:5](-[c:8]2[cH:9][cH:10][c:11]([C:12](=[O:13])[O:14][CH3:15])[cH:16][cH:17]2)[cH:6][cH:7]1)[CH2:18][CH2:19][CH2:20][CH3:21]. Reactants: COCC(=O)c1sc(Br)c(Br)c1OCC(=O)OC, [Li+], [OH-]. Yields the product COCC(=O)c1sc(Br)c(Br)c1OCC(=O)O. Reaction SMILES: [CH3:1][O:2][C:3]([CH2:4][O:5][c:6]1[c:7]([C:13]([CH2:14][O:15][CH3:16])=[O:17])[s:8][c:9]([Br:12])[c:10]1[Br:11])=[O:18].[Li+:19].[OH-:20]>>[O:2]=[C:3]([CH2:4][O:5][c:6]1[c:7]([C:13]([CH2:14][O:15][CH3:16])=[O:17])[s:8][c:9]([Br:12])[c:10]1[Br:11])[OH:18]. Starting materials: C1(CCCC1)CC(C(=O)O)N1N=CC(=CC1=O)OC1=C(OC=CC1=O)C (3-cyclopentyl-2-[4-(2-methyl-4-oxo-4H-pyran-3-yloxy)-6-oxo-6H-pyridazin-1-yl]-propionic acid), CC1(OC[C@H](O1)CN1N=C(C=C1)N)C (1-((R)-2,2-dimethyl-[1,3]dioxolan-4-ylmethyl)-1H-pyrazol-3-ylamine), C1(CCCC1)CC(C(=O)O)N1N=CC(=CC1=O)OC1=C(OC=CC1=O)C (3-cyclopentyl-2-[4-(2-methyl-4-oxo-4H-pyran-3-yloxy)-6-oxo-6H-pyridazin-1-yl]-propionic acid), CC1(OC[C@H](O1)CN1N=C(C=C1)N)C (1-((R)-2,2-dimethyl-[1,3]dioxolan-4-ylmethyl)-1H-pyrazol-3-ylamine). Yields the product C1(CCCC1)CC(C(=O)NC1=NN(C=C1)C[C@H]1OC(OC1)(C)C)N1N=CC(=CC1=O)OC1=C(OC=CC1=O)C (3-cyclopentyl-N-[1-((R)-2,2-dimethyl-[1,3]dioxolan-4-ylmethyl)-1H-pyrazol-3-yl]-2-[4-(2-methyl-4-oxo-4H-pyran-3-yloxy)-6-oxo-6H-pyridazin-1-yl]-propionamide). RXN SMILES: [CH:1]1([CH2:6][CH:7]([N:11]2[C:16](=[O:17])[CH:15]=[C:14]([O:18][C:19]3[C:24](=[O:25])[CH:23]=[CH:22][O:21][C:20]=3[CH3:26])[CH:13]=[N:12]2)[C:8](O)=[O:9])[CH2:5][CH2:4][CH2:3][CH2:2]1.[CH3:27][C:28]1([CH3:40])[O:32][C@H:31]([CH2:33][N:34]2[CH:38]=[CH:37][C:36]([NH2:39])=[N:35]2)[CH2:30][O:29]1>>[CH:1]1([CH2:6][CH:7]([N:11]2[C:16](=[O:17])[CH:15]=[C:14]([O:18][C:19]3[C:24](=[O:25])[CH:23]=[CH:22][O:21][C:20]=3[CH3:26])[CH:13]=[N:12]2)[C:8]([NH:39][C:36]2[CH:37]=[CH:38][N:34]([CH2:33][C@@H:31]3[CH2:30][O:29][C:28]([CH3:40])([CH3:27])[O:32]3)[N:35]=2)=[O:9])[CH2:2][CH2:3][CH2:4][CH2:5]1. Procedure details: Using the method described in Example 49, 3-cyclopentyl-2-[4-(2-methyl-4-oxo-4H-pyran-3-yloxy)-6-oxo-6H-pyridazin-1-yl]-propionic acid (Intermediate 75) and 1-((R)-2,2-dimethyl-[1,3]dioxolan-4-ylmethyl)-1H-pyrazol-3-ylamine (Intermediate 4) afforded 3-cyclopentyl-N-[1-((R)-2,2-dimethyl-[1,3]dioxolan-4-ylmethyl)-1H-pyrazol-3-yl]-2-[4-(2-methyl-4-oxo-4H-pyran-3-yloxy)-6-oxo-6H-pyridazin-1-yl]-propionamide as a white solid as a mixture of diastereomers (1.37 g, 92%).